Dataset: the Open Reaction Database (ORD), a public repository of structured organic reaction records. Task: describe an organic reaction: reactants, conditions, products, and yield Starting materials: CC(C=O)(C)C1=CC=C(C=C1)[N+](=O)[O-] (2-methyl-2-(4-nitrophenyl)propanal), C(C)N (ethyl amine), [BH4-].[Na+] (Sodium borohydride). The reagents and catalysts are CC([O-])C.[Ti+4].CC([O-])C.CC([O-])C.CC([O-])C (Titanium isopropoxide). Solvent: C(C)O (ethanol). Run at time 1 hour. Yields the product C(C)NCC(C)(C1=CC=C(C=C1)[N+](=O)[O-])C (N-ethyl-2-methyl-2-(4-nitrophenyl)propan-1-amine). The yield is 98.0%. RXN SMILES: [CH3:1][C:2]([C:6]1[CH:11]=[CH:10][C:9]([N+:12]([O-:14])=[O:13])=[CH:8][CH:7]=1)([CH3:5])[CH:3]=O.[CH2:15]([NH2:17])[CH3:16].[BH4-].[Na+]>CC(C)[O-].[Ti+4].CC(C)[O-].CC(C)[O-].CC(C)[O-].C(O)C>[CH2:15]([NH:17][CH2:3][C:2]([CH3:5])([C:6]1[CH:11]=[CH:10][C:9]([N+:12]([O-:14])=[O:13])=[CH:8][CH:7]=1)[CH3:1])[CH3:16] |f:2.3,4.5.6.7.8|. Procedure: In a 250 mL round bottom flask was charged 2-methyl-2-(4-nitrophenyl)propanal (2.00 g, 10.4 mmol), absolute ethanol (30 mL), ethyl amine solution (20.7 mL, 1M in THF). Titanium isopropoxide (6.2 mL, 20.7 mmol) was added and the mixture was stirred at ambient temperature for 1 h. Sodium borohydride (1.17 g, 31 mmol) was added and the reaction stirred for an additional 1 h. The reaction was quenched by pouring into 10% ammonium hydroxide solution (25 mL), ethyl acetate was added and the solids wer...